From a dataset of the Open Reaction Database (ORD), a public repository of structured organic reaction records. describe an organic reaction: reactants, conditions, products, and yield The reactants are [Al+3], O=C([O-])O, CCCCCCN1CC2C(C1=O)C2(C)c1cccc(-c2cnc[nH]2)c1, CCOC(C)=O, [H-], [H-], [H-], [H-], [Li+], [Na+], [Na+], [OH-]. Product: CCCCCCN1CC2C(C1)C2(C)c1cccc(-c2cnc[nH]2)c1. RXN SMILES: [Al+3:27].[C:34](=[O:35])([O-:36])[OH:37].[CH2:1]([CH2:2][CH2:3][CH2:4][CH2:5][CH3:6])[N:7]1[C:8](=[O:25])[CH:9]2[C:10]([CH3:13])([c:14]3[cH:15][c:16](-[c:20]4[cH:21][n:22][cH:23][nH:24]4)[cH:17][cH:18][cH:19]3)[CH:11]2[CH2:12]1.[CH3:39][CH2:40][O:41][C:42](=[O:43])[CH3:44].[H-:26].[H-:29].[H-:30].[H-:31].[Li+:28].[Na+:33].[Na+:38].[OH-:32]>>[CH2:1]([CH2:2][CH2:3][CH2:4][CH2:5][CH3:6])[N:7]1[CH2:8][CH:9]2[C:10]([CH3:13])([c:14]3[cH:15][c:16](-[c:20]4[cH:21][n:22][cH:23][nH:24]4)[cH:17][cH:18][cH:19]3)[CH:11]2[CH2:12]1.